Dataset: the Open Reaction Database (ORD), a public repository of structured organic reaction records. Task: describe an organic reaction: reactants, conditions, products, and yield The reactants are C=C[Sn](C=C)(C=C)C=C, [Cl-], CC(C)c1nnc2ccc(Cl)nn12, [Li+], CN(C)C=O, Cl[Pd]Cl, c1ccc(P(c2ccccc2)c2ccccc2)cc1, c1ccc(P(c2ccccc2)c2ccccc2)cc1. The product is C=Cc1ccc2nnc(C(C)C)n2n1. Reaction SMILES: [CH:14](=[CH2:15])[Sn:16]([CH:17]=[CH2:18])([CH:19]=[CH2:20])[CH:21]=[CH2:22].[Cl-:24].[Cl:1][c:2]1[cH:3][cH:4][c:5]2[n:6]([n:7]1)[c:8]([CH:11]([CH3:12])[CH3:13])[n:9][n:10]2.[Li+:23].[O:66]=[CH:67][N:68]([CH3:69])[CH3:70].[Pd:25]([Cl:26])[Cl:27].[c:28]1([P:29]([c:30]2[cH:31][cH:32][cH:33][cH:34][cH:35]2)[c:36]2[cH:37][cH:38][cH:39][cH:40][cH:41]2)[cH:42][cH:43][cH:44][cH:45][cH:46]1.[c:47]1([P:48]([c:49]2[cH:50][cH:51][cH:52][cH:53][cH:54]2)[c:55]2[cH:56][cH:57][cH:58][cH:59][cH:60]2)[cH:61][cH:62][cH:63][cH:64][cH:65]1>>[c:2]1([CH:14]=[CH2:15])[cH:3][cH:4][c:5]2[n:6]([n:7]1)[c:8]([CH:11]([CH3:12])[CH3:13])[n:9][n:10]2.